describe an organic reaction: reactants, conditions, products, and yield From a dataset of the Open Reaction Database (ORD), a public repository of structured organic reaction records. The reactants are FC(C=1C=C(CN2C(C3=C(NCCC2)N=C(N=C3C3=C(C=CC=C3)C)S(=O)(=O)C)=O)C=C(C1)C(F)(F)F)(F)F (6-[3,5-bis(trifluoromethyl)benzyl]-5,6,7,8,9,10-hexahydro-4-(2-methylphenyl)-2-(methylsulfonyl)-5-oxopyrimido[4,5-b][1,5]diazocine), C(C)OC(=O)C1CCNCC1 (4-(ethoxycarbonyl)piperidine). The product is FC(C=1C=C(CN2C(C3=C(NCCC2)N=C(N=C3C3=C(C=CC=C3)C)N3CCC(CC3)C(=O)OCC)=O)C=C(C1)C(F)(F)F)(F)F (6-[3,5-bis(trifluoromethyl)benzyl]-2-[4-(ethoxycarbonyl)piperidine-1-yl]-5,6,7,8,9,10-hexahydro-4-(2-methylphenyl)-5-oxopyrimido[4,5-b][1,5]diazocine). The yield is 99.5%. As a reaction SMILES: [F:1][C:2]([F:39])([F:38])[C:3]1[CH:4]=[C:5]([CH:31]=[C:32]([C:34]([F:37])([F:36])[F:35])[CH:33]=1)[CH2:6][N:7]1[CH2:14][CH2:13][CH2:12][NH:11][C:10]2[N:15]=[C:16](S(C)(=O)=O)[N:17]=[C:18]([C:19]3[CH:24]=[CH:23][CH:22]=[CH:21][C:20]=3[CH3:25])[C:9]=2[C:8]1=[O:30].[CH2:40]([O:42][C:43]([CH:45]1[CH2:50][CH2:49][NH:48][CH2:47][CH2:46]1)=[O:44])[CH3:41]>>[F:1][C:2]([F:39])([F:38])[C:3]1[CH:4]=[C:5]([CH:31]=[C:32]([C:34]([F:37])([F:36])[F:35])[CH:33]=1)[CH2:6][N:7]1[CH2:14][CH2:13][CH2:12][NH:11][C:10]2[N:15]=[C:16]([N:48]3[CH2:49][CH2:50][CH:45]([C:43]([O:42][CH2:40][CH3:41])=[O:44])[CH2:46][CH2:47]3)[N:17]=[C:18]([C:19]3[CH:24]=[CH:23][CH:22]=[CH:21][C:20]=3[CH3:25])[C:9]=2[C:8]1=[O:30]. Procedure: In a similar manner to Example 1, 6-[3,5-bis(trifluoromethyl)benzyl]-5,6,7,8,9,10-hexahydro-4-(2-methylphenyl)-2-(methylsulfonyl)-5-oxopyrimido[4,5-b][1,5]diazocine (Compound of Reference Example 19; 85.9 mg) was reacted with 4-(ethoxycarbonyl)piperidine (28.3 mg) to obtain 6-[3,5-bis(trifluoromethyl)benzyl]-2-[4-(ethoxycarbonyl)piperidine-1-yl]-5,6,7,8,9,10-hexahydro-4-(2-methylphenyl)-5-oxopyrimido[4,5-b][1,5]diazocine (97.0 mg, 100%). Starting materials: BrBr, CC(=O)O, Clc1cc(NC2=NCCN2)cc2[nH]cnc12. The product is Clc1cc(NC2=NCCN2)c(Br)c2[nH]cnc12. Reaction SMILES: [Br:17][Br:18].[C:19]([OH:20])(=[O:21])[CH3:22].[Cl:1][c:2]1[cH:3][c:4]([NH:11][C:12]2=[N:16][CH2:15][CH2:14][NH:13]2)[cH:5][c:6]2[c:7]1[n:8][cH:9][nH:10]2>>[Cl:1][c:2]1[cH:3][c:4]([NH:11][C:12]2=[N:16][CH2:15][CH2:14][NH:13]2)[c:5]([Br:17])[c:6]2[c:7]1[n:8][cH:9][nH:10]2. Starting materials: COC1=C(C(=CC(=C1)OC)OC)P(C1=C(C=C(C=C1OC)OC)OC)C1=C(C=C(C=C1OC)OC)OC (tris(2,4,6-trimethoxyphenyl)phosphine), C1(=CCCCCC1)[Sn](CCCC)(CCCC)CCCC (cyclohepten-1-yl(tri-n-butyl)tin), O[C@H](C)[C@@H]1[C@@H]2N([C@H](C(C2)=O)C(=O)OCC2=CC=C(C=C2)[N+](=O)[O-])C1=O (4-nitrobenzyl (3R,5R,6S)-6-((1R)-1-hydroxyethyl) -2-oxo-1-carbapenam-3-carboxylate), C(C)(C)NC(C)C (diisopropylamine), FC(C(=O)OC(C(F)(F)F)=O)(F)F (trifluoroacetic anhydride). Reagents/catalysts: C1=CC=C(C=C1)/C=C/C(=O)/C=C/C2=CC=CC=C2.C1=CC=C(C=C1)/C=C/C(=O)/C=C/C2=CC=CC=C2.C1=CC=C(C=C1)/C=C/C(=O)/C=C/C2=CC=CC=C2.C(Cl)(Cl)Cl.[Pd].[Pd] (tris(dibenzylideneacetone)dipalladium-chloroform). Solvent: CN1C(CCC1)=O (N-methylpyrrolidinone), C1CCOC1 (THF), CN1C(CCC1)=O (N-methylpyrrolidinone), CN1C(CCC1)=O (N-methylpyrrolidinone). Conditions: time 10 minute. The product is C1(=CCCCCC1)C=1C[C@H]2N(C1C(=O)OCC1=CC=C(C=C1)[N+](=O)[O-])C([C@@H]2[C@@H](C)O)=O (4-Nitrobenzyl (5R,6S)-2-(cyclohepten-1-yl)-6-((1R)-1-hydroxyethyl) -1-carbapen-2-em-3-carboxylate). The yield is 34.7%. Reaction SMILES: [OH:1][C@@H:2]([C@H:4]1[C:24](=[O:25])[N:6]2[C@@H:7]([C:11]([O:13][CH2:14][C:15]3[CH:20]=[CH:19][C:18]([N+:21]([O-:23])=[O:22])=[CH:17][CH:16]=3)=[O:12])[C:8](=O)[CH2:9][C@H:5]12)[CH3:3].C(NC(C)C)(C)C.FC(F)(F)C(OC(=O)C(F)(F)F)=O.COC1C=C(OC)C=C(OC)C=1P(C1C(OC)=CC(OC)=CC=1OC)C1C(OC)=CC(OC)=CC=1OC.[C:83]1([Sn](CCCC)(CCCC)CCCC)[CH2:89][CH2:88][CH2:87][CH2:86][CH2:85][CH:84]=1>C1COCC1.CN1CCCC1=O.C1C=CC(/C=C/C(/C=C/C2C=CC=CC=2)=O)=CC=1.C1C=CC(/C=C/C(/C=C/C2C=CC=CC=2)=O)=CC=1.C1C=CC(/C=C/C(/C=C/C2C=CC=CC=2)=O)=CC=1.C(Cl)(Cl)Cl.[Pd].[Pd]>[C:83]1([C:8]2[CH2:9][C@@H:5]3[C@@H:4]([C@H:2]([OH:1])[CH3:3])[C:24](=[O:25])[N:6]3[C:7]=2[C:11]([O:13][CH2:14][C:15]2[CH:20]=[CH:19][C:18]([N+:21]([O-:23])=[O:22])=[CH:17][CH:16]=2)=[O:12])[CH2:89][CH2:88][CH2:87][CH2:86][CH2:85][CH:84]=1 |f:7.8.9.10.11.12|. Reported procedure: Under a nitrogen atmosphere, to a solution of 348 mg (1 mmol) of 4-nitrobenzyl (3R,5R,6S)-6-((1R)-1-hydroxyethyl) -2-oxo-1-carbapenam-3-carboxylate in THF (5 ml) was added 0.154 ml (1.1 mmol) of diisopropylamine at -78° C., and the mixture was stirred for 10 minutes. To the mixture was added 0.189 ml (1.08 mmol) of trifluoroacetic anhydride at the same temperature. After 15 minutes, to the mixture was added 5 ml of N-methylpyrrolidinone followed by 20.7 mg of tris(dibenzylideneacetone)dipalladiu... Solvent: Cl (hydrochloric acid), C1CCOC1 (THF), C1CCOC1 (THF). Product: C(C)OC(C(=C1COC2=CC=CC=C2C1=O)O)=O (hydroxy-(4-oxo-chroman-3-ylidene)-acetic acid ethyl ester). Yield: 97.0%. As a reaction SMILES: [O:1]1[C:10]2[C:5](=[CH:6][CH:7]=[CH:8][CH:9]=2)[C:4](=[O:11])[CH2:3][CH2:2]1.[C:12](OCC)(=[O:18])[C:13]([O:15][CH2:16][CH3:17])=[O:14]>C1COCC1.Cl>[CH2:16]([O:15][C:13](=[O:14])[C:12]([OH:18])=[C:3]1[C:4](=[O:11])[C:5]2[C:10](=[CH:9][CH:8]=[CH:7][CH:6]=2)[O:1][CH2:2]1)[CH3:17]. Run at temperature -78 celsius, time 20 minute. The reactants are C(C(=O)OCC)(=O)OCC (diethyl oxalate), sodium 1,1,1,3,3,3-hexamethyldisilylazide, O1CCC(C2=CC=CC=C12)=O (4-chromanone). Reported procedure: A solution of sodium 1,1,1,3,3,3-hexamethyldisilylazide (1.0 mol dm-3 ; 35 cm3) in THF was added at -78° C. under nitrogen to a stirred solution of 4-chromanone (5.0 g) in dry THF (100 cm3). The bright orange solution was stirred at -78° C. for 20 minutes, followed by addition of diethyl oxalate (4.75 cm3). The mixture was warmed to room temperature, becoming a thick, red gel. The gel was diluted with hydrochloric acid (1.0 mol dm-3 ; 200 cm3) and extracted with ethyl acetate (200 cm3). The extr... Starting materials: CCOCC (ether), C1(=CC=CC=C1)P(=CC(C)=O)(C1=CC=CC=C1)C1=CC=CC=C1 (1-Triphenylphosphoranylidene-2-propanone), C(C)SC(CC=O)C (3-(ethylthio)butyraldehyde), crude product, CCCCCC (hexane). The solvent is ClCCl (dichloromethane). The product is C(C)SC(CC=CC(C)=O)C (6-(ethylthio)hept-3-en-2-one). Reaction SMILES: C1(P(C2C=CC=CC=2)(C2C=CC=CC=2)=[CH:8][C:9](=[O:11])[CH3:10])C=CC=CC=1.[CH2:24]([S:26][CH:27]([CH3:31])[CH2:28][CH:29]=O)[CH3:25].CCCCCC.CCOCC>ClCCl>[CH2:24]([S:26][CH:27]([CH3:31])[CH2:28][CH:29]=[CH:8][C:9](=[O:11])[CH3:10])[CH3:25]. Reported procedure: 1-Triphenylphosphoranylidene-2-propanone (12.77 g, 40.0 mmol) is added to a solution of 3-(ethylthio)butyraldehyde (5.30 g, 40.0 mmol) in dichloromethane (100 ml) and the mixture is heated under reflux for 24 hours. The reaction mixture is cooled to room temperature, and the solvent evaporated in vacuo to give a beige solid. The crude product is taken up in a 1:1 mixture of hexane:ether (the insoluble material is discarded), and then concentrated under reduced pressure to give an orange oil whic... The reactants are CS(=O)(=O)C1=CC=C(C=C1)N1C(C=C(C=C1)OC1CCN(CC1)C(=O)OC(C)(C)C)=O (tert-butyl 4-(1-(4-(methylsulfonyl)phenyl)-2-oxo-1,2-dihydropyridin-4-yloxy)piperidine-1-carboxylate), ClC(=O)OC1=CC=C(C=C1)Cl (4-chlorophenyl chloroformate), ClC(=O)OC(C(F)(F)F)C (1,1,1-trifluoropropan-2-yl chloroformate). Yields the product CS(=O)(=O)C1=CC=C(C=C1)N1C(C=C(C=C1)OCC1CN(C1)C(=O)OC1=CC=C(C=C1)Cl)=O (4-chlorophenyl 3-((1-(4-(methylsulfonyl)phenyl)-2-oxo-1,2-dihydropyridin-4-yloxy)methyl)azetidine-1-carboxylate). RXN SMILES: [CH3:1][S:2]([C:5]1[CH:10]=[CH:9][C:8]([N:11]2[CH:16]=[CH:15][C:14]([O:17][CH:18]3C[CH2:22][N:21]([C:24]([O:26][C:27]([CH3:30])(C)[CH3:28])=[O:25])[CH2:20][CH2:19]3)=[CH:13][C:12]2=[O:31])=[CH:7][CH:6]=1)(=[O:4])=[O:3].ClC(OC1C=[CH:40][C:39]([Cl:42])=[CH:38]C=1)=O.ClC(OC(C)C(F)(F)F)=O>>[CH3:1][S:2]([C:5]1[CH:10]=[CH:9][C:8]([N:11]2[CH:16]=[CH:15][C:14]([O:17][CH2:18][CH:19]3[CH2:22][N:21]([C:24]([O:26][C:27]4[CH:28]=[CH:40][C:39]([Cl:42])=[CH:38][CH:30]=4)=[O:25])[CH2:20]3)=[CH:13][C:12]2=[O:31])=[CH:7][CH:6]=1)(=[O:4])=[O:3]. Procedure: Example 21 was prepared according to procedures described in Example 2, Step A and Step C, substituting tert-butyl 3-((1-(4-(methylsulfonyl)phenyl)-2-oxo-1,2-dihydropyridin-4-yloxy)methyl)azetidine-1-carboxylate for tert-butyl 4-(1-(4-(methylsulfonyl)phenyl)-2-oxo-1,2-dihydropyridin-4-yloxy)piperidine-1-carboxylate in Step A and 4-chlorophenyl chloroformate for 1,1,1-trifluoropropan-2-yl chloroformate in Step C. 1H NMR (500 MHz, CDCl3) δ 8.09 (d, J=8.25 Hz, 2 H), 7.62 (d, J=8.80 Hz, 2 H), 7.29-7... Reactants: [H-].[H-].[H-].[H-].[Li+].[Al+3].C1CCOC1 (LiAlH4 THF), C(C)(C)N(C(CC(C1=CC=CC=C1)C=1C(C(C=C(C1)OC)=C=O)OC)=O)C(C)C ((±)-N,N-diisopropyl-3-(2-methoxy-5-methoxy-carbonylphenyl)-3-phenylpropionamide), [Cl-].[Al+3].[Cl-].[Cl-] (aluminium chloride). Run in O1CCCC1 (tetrahydrofuran). Conditions: time 18 hour. Yields the product C(C)(C)N(CCC(C1=CC=CC=C1)C1=C(C=CC(=C1)CO)O)C(C)C ((±)-2-(3-Diisopropylamino-1-phenylpropyl)-4-hydroxymethylphenol). As a reaction SMILES: [CH:1]([N:4]([CH:27]([CH3:29])[CH3:28])[C:5](=O)[CH2:6][CH:7]([C:14]1[CH:15]([O:24]C)[C:16](=C=O)[CH:17]=[C:18](OC)[CH:19]=1)[C:8]1[CH:13]=[CH:12][CH:11]=[CH:10][CH:9]=1)([CH3:3])[CH3:2].[H-].[H-].[H-].[H-].[Li+].[Al+3].C1C[O:39][CH2:38]C1.[Cl-].[Al+3].[Cl-].[Cl-]>O1CCCC1>[CH:27]([N:4]([CH:1]([CH3:3])[CH3:2])[CH2:5][CH2:6][CH:7]([C:14]1[CH:19]=[C:18]([CH2:38][OH:39])[CH:17]=[CH:16][C:15]=1[OH:24])[C:8]1[CH:13]=[CH:12][CH:11]=[CH:10][CH:9]=1)([CH3:28])[CH3:29] |f:1.2.3.4.5.6.7,8.9.10.11|. Procedure: A solution of (±)-N,N-diisopropyl-3-(2-methoxy-5-methoxy-carbonylphenyl)-3-phenylpropionamide (0.79 g, 2.0 mmol) in 20 ml of tetrahydrofuran was cooled to 5° C. and then treated with 2.5 ml of 1M LiAlH4/THF. After stirring at room temperature for 18 hrs. finely powdered aluminium chloride (0.3 g) was added and stirring was continued for additional 4 hrs. The reaction was quenched at 5° C. by the dropwise addition of water followed by aqueous sodium hydroxide solution. The mixture was diluted wit...